Dataset: the Open Reaction Database (ORD), a public repository of structured organic reaction records. Task: describe an organic reaction: reactants, conditions, products, and yield Reaction SMILES: [C:1]([O:5][C:6](=[O:28])[NH:7][C@H:8]([C:10]1[CH:15]=[CH:14][C:13]([C:16]2[CH2:17][CH2:18][N:19]([C:22](=[O:27])[C:23]([F:26])([F:25])[F:24])[CH2:20][CH:21]=2)=[CH:12][CH:11]=1)[CH3:9])([CH3:4])([CH3:3])[CH3:2].[H][H]>O1CCCC1.[C].[Pd]>[C:1]([O:5][C:6](=[O:28])[NH:7][C@H:8]([C:10]1[CH:15]=[CH:14][C:13]([CH:16]2[CH2:17][CH2:18][N:19]([C:22](=[O:27])[C:23]([F:25])([F:26])[F:24])[CH2:20][CH2:21]2)=[CH:12][CH:11]=1)[CH3:9])([CH3:2])([CH3:3])[CH3:4] |f:3.4|. The solvent is O1CCCC1 (tetrahydrofuran). Reported procedure: 50 mg of the t-butyl((1S)-1-{4-[1-(trifluoroacetyl)-1,2,3,6-tetrahydropyridin-4-yl]phenyl}ethyl)carbamate [154-3] was dissolved in 3 mL of tetrahydrofuran, then a catalytic amount of 10% palladiumcarbon catalyst was added thereto, and stirred at room temperature for 1 hour in a hydrogen atmosphere. The insolubles were filtered through celite, the filtrate was concentrated under reduced pressure, and 53.3 mg of t-butyl((1S)-1-{4-[1-(trifluoroacetyl)piperidin-4-yl]phenyl}ethyl)carbamate [155-1] wa... The reagents and catalysts are [C].[Pd] (palladiumcarbon). Yields the product C(C)(C)(C)OC(N[C@@H](C)C1=CC=C(C=C1)C1CCN(CC1)C(C(F)(F)F)=O)=O (t-butyl((1S)-1-{4-[1-(trifluoroacetyl)piperidin-4-yl]phenyl}ethyl)carbamate). Reactants: C(C)(C)(C)OC(N[C@@H](C)C1=CC=C(C=C1)C=1CCN(CC1)C(C(F)(F)F)=O)=O (t-butyl((1S)-1-{4-[1-(trifluoroacetyl)-1,2,3,6-tetrahydropyridin-4-yl]phenyl}ethyl)carbamate), [H][H] (hydrogen). The yield is 106.1%. Reactants: CC(Cc1cccc(CO)c1)NCC(O[Si](C)(C)C(C)(C)C)c1ccc(OCc2ccccc2)c2[nH]c(=O)ccc12, CCO, [H][H]. Product: CC(Cc1cccc(CO)c1)NCC(O[Si](C)(C)C(C)(C)C)c1ccc(O)c2[nH]c(=O)ccc12. As a reaction SMILES: [CH2:1]([c:2]1[cH:3][cH:4][cH:5][cH:6][cH:7]1)[O:8][c:9]1[cH:10][cH:11][c:12]([CH:20]([CH2:21][NH:22][CH:23]([CH2:24][c:25]2[cH:26][c:27]([CH2:31][OH:32])[cH:28][cH:29][cH:30]2)[CH3:33])[O:34][Si:35]([CH3:36])([CH3:37])[C:38]([CH3:39])([CH3:40])[CH3:41])[c:13]2[cH:14][cH:15][c:16](=[O:19])[nH:17][c:18]12.[CH3:44][CH2:45][OH:46].[H:42][H:43]>>[OH:8][c:9]1[cH:10][cH:11][c:12]([CH:20]([CH2:21][NH:22][CH:23]([CH2:24][c:25]2[cH:26][c:27]([CH2:31][OH:32])[cH:28][cH:29][cH:30]2)[CH3:33])[O:34][Si:35]([CH3:36])([CH3:37])[C:38]([CH3:39])([CH3:40])[CH3:41])[c:13]2[cH:14][cH:15][c:16](=[O:19])[nH:17][c:18]12. Starting materials: C12C(C3CC(CC(C1)C3)C2)(CO)CO (2,2-adamantane dimethanol), C(C(=C)C)(=O)O (methacrylic acid), C1(=CC=CC=C1)C (toluene), acidic ion-exchange. Reagents/catalysts: C(C1=CC(=CC(=C1O)C(C)(C)C)C)C1=CC(=CC(=C1O)C(C)(C)C)C (2,2′-methylenebis(6-t-butyl-p-cresol)). The solvent is O (water). The product is C(C(=C)C)(=O)OCC1(C2CC3CC(CC1C3)C2)CO ((2-hydroxymethyl-2-adamantyl)-methyl methacrylate). Isolated yield 33.4%. As a reaction SMILES: [CH:1]12[CH2:10][CH:5]3[CH2:6][CH:7]([CH2:9][CH:3]([CH2:4]3)[C:2]1([CH2:13][OH:14])[CH2:11][OH:12])[CH2:8]2.[C:15](O)(=[O:19])[C:16]([CH3:18])=[CH2:17].C1(C)C=CC=CC=1>C(C1C(O)=C(C(C)(C)C)C=C(C)C=1)C1C(O)=C(C(C)(C)C)C=C(C)C=1.O>[C:15]([O:14][CH2:13][C:2]1([CH2:11][OH:12])[CH:1]2[CH2:10][CH:5]3[CH2:6][CH:7]([CH2:9][CH:3]1[CH2:4]3)[CH2:8]2)(=[O:19])[C:16]([CH3:18])=[CH2:17]. Procedure details: A mixture of 100 g of 2,2-adamantane dimethanol, 48.2 g of methacrylic acid, 20 g of toluene, 25 g of acidic ion-exchange resin Amberlist-15, and 0.1 g of 2,2′-methylenebis(6-t-butyl-p-cresol) was heated at 120° C. for 6 hours while the water being formed was azeotroped off. After the reaction mixture resumed room temperature, it was filtered through Celite. The filtrate was concentrated in vacuum. 300 g of hexane was added to the concentrate for recrystallization. The crystals were recovered an... The reactants are C1(=CC=C2C=CC3=CC=CC4=CC=C1C2=C34)CCCC(=O)O (4-(1-Pyrenyl)butyric acid), C(C)(=O)OC=C (vinyl acetate), C(C)(=O)OC=C (vinyl acetate). Solvent: C1(=CC=CC=C1)C (toluene). Run at temperature 60 celsius, time 62 hour. Yields the product C1(=CC=C2C=CC3=CC=CC4=CC=C1C2=C34)CCCC(=O)OC=C (vinyl 4-(pyren-1-yl)butanoate). Reaction SMILES: [C:1]1([CH2:17][CH2:18][CH2:19][C:20]([OH:22])=[O:21])[C:14]2[C:15]3=[C:16]4[C:11](=[CH:12][CH:13]=2)[CH:10]=[CH:9][CH:8]=[C:7]4[CH:6]=[CH:5][C:4]3=[CH:3][CH:2]=1.[C:23](OC=C)(=O)[CH3:24]>C1(C)C=CC=CC=1>[C:1]1([CH2:17][CH2:18][CH2:19][C:20]([O:22][CH:23]=[CH2:24])=[O:21])[C:14]2[C:15]3=[C:16]4[C:11](=[CH:12][CH:13]=2)[CH:10]=[CH:9][CH:8]=[C:7]4[CH:6]=[CH:5][C:4]3=[CH:3][CH:2]=1. Reported procedure: To a 500 mL, two neck flask equipped with a stir bar, argon inlet, and stopper is added 4-(1-Pyrenyl)butyric acid (10.0 grams, 34.7 mmol, obtained from Sigma-Aldrich, Milwaukee, Wis.), palladium acetate 1,10-phenanthroline complex (403 milligrams, 1 mmol) and vinyl acetate (128 milliliters, 1.39 mol, obtained from Sigma-Aldrich, Milwaukee, Wis.). Next, toluene (200 milliliters) is added, the solution is purged with argon and stirred magnetically at 60° C. for 62 hours. The excess vinyl acetate, ... The reactants are CC(C)(C)OCl, CCCc1ccccc1O, CC#N, CCOC(C)=O, [I-], [Na+], O. Yields the product CCCc1cc(I)ccc1O. As a reaction SMILES: [C:16]([O:17][Cl:18])([CH3:19])([CH3:20])[CH3:21].[CH2:1]([CH2:2][CH3:3])[c:4]1[c:5]([OH:10])[cH:6][cH:7][cH:8][cH:9]1.[CH3:13][C:14]#[N:15].[CH3:22][CH2:23][O:24][C:25](=[O:26])[CH3:27].[I-:12].[Na+:11].[OH2:28]>>[CH2:1]([CH2:2][CH3:3])[c:4]1[c:5]([OH:10])[cH:6][cH:7][c:8]([I:12])[cH:9]1.